Dataset: the Open Reaction Database (ORD), a public repository of structured organic reaction records. Task: describe an organic reaction: reactants, conditions, products, and yield The reactants are ClC(Cl)Cl, C=C(C)Cc1c(O)c(Cl)cc(F)c1-n1c(=O)cc(C(F)(F)F)n(C)c1=O, O=C(OO)c1cccc(Cl)c1. Yields the product Cn1c(C(F)(F)F)cc(=O)n(-c2c(F)cc(Cl)c(O)c2CC2(C)CO2)c1=O. Reaction SMILES: [CH:38]([Cl:39])([Cl:40])[Cl:41].[Cl:1][c:2]1[c:3]([OH:26])[c:4]([CH2:22][C:23](=[CH2:24])[CH3:25])[c:5](-[n:9]2[c:10](=[O:21])[n:11]([CH3:20])[c:12]([C:16]([F:17])([F:18])[F:19])[cH:13][c:14]2=[O:15])[c:6]([F:8])[cH:7]1.[Cl:27][c:28]1[cH:29][cH:30][cH:31][c:32]([C:33]([O:34][OH:36])=[O:35])[cH:37]1>>[Cl:1][c:2]1[c:3]([OH:26])[c:4]([CH2:22][C:23]2([CH3:25])[CH2:24][O:35]2)[c:5](-[n:9]2[c:10](=[O:21])[n:11]([CH3:20])[c:12]([C:16]([F:17])([F:18])[F:19])[cH:13][c:14]2=[O:15])[c:6]([F:8])[cH:7]1. As a reaction SMILES: [CH3:29][N:30]([CH3:31])[CH:32]=[O:33].[Cl:17][c:18]1[cH:19][cH:20][n:21][c:22]2[cH:23][cH:24][cH:25][cH:26][c:27]12.[F:3][c:4]1[cH:5][c:6]2[c:7]([C:13](=[O:14])[O:15][CH3:16])[cH:8][nH:9][c:10]2[cH:11][cH:12]1.[H-:1].[Na+:2].[OH2:28]>>[F:3][c:4]1[cH:5][c:6]2[c:7]([C:13](=[O:14])[O:15][CH3:16])[cH:8][n:9](-[c:18]3[cH:19][cH:20][n:21][c:22]4[cH:23][cH:24][cH:25][cH:26][c:27]34)[c:10]2[cH:11][cH:12]1. Product: COC(=O)c1cn(-c2ccnc3ccccc23)c2ccc(F)cc12. The reactants are CN(C)C=O, Clc1ccnc2ccccc12, COC(=O)c1c[nH]c2ccc(F)cc12, [H-], [Na+], O. The product is [N+](=O)([O-])C1=C(C=NC=C1)[NH+](N1C=CC2=CC=CC=C12)[O-] (N-(4-Nitro-3-pyridinyl)-1H-indol-1-amine N1 -oxide). As a reaction SMILES: F[C:2]1[CH:3]=[N+:4]([O-])[CH:5]=[CH:6][C:7]=1[N+:8]([O-:10])=[O:9].[N:12]1([NH2:21])[C:20]2[C:15](=[CH:16][CH:17]=[CH:18][CH:19]=2)[CH:14]=[CH:13]1.C([OH:24])C>>[N+:8]([C:7]1[CH:6]=[CH:5][N:4]=[CH:3][C:2]=1[NH+:21]([O-:24])[N:12]1[C:20]2[C:15](=[CH:16][CH:17]=[CH:18][CH:19]=2)[CH:14]=[CH:13]1)([O-:10])=[O:9]. Procedure details: A solution of 3-fluoro-4-nitro-pyridine-N-oxide (5 g) and 1H-indol-1-amine (4.2 g) in 25 ml of ethanol was stirred four hours at reflux. The solution was cooled and the product collected and dried to give 4 g of solid, d 195°. This material was recrystallized from ethanol/ether to give 2.2 g of solid, d 200°-201°. The reactants are FC=1C=[N+](C=CC1[N+](=O)[O-])[O-] (3-fluoro-4-nitro-pyridine-N-oxide), N1(C=CC2=CC=CC=C12)N (1H-indol-1-amine), C(C)O (ethanol). Starting materials: CC1=C(C=C(C=C1)NC(C1=CC(=CC=C1)C(F)(F)F)=O)C1=NC(=NC(=C1)N1CCOCC1)S(=O)(=O)C (N-(4-methyl-3-(2-(methylsulfonyl)-6-morpholinopyrimidin-4-yl)phenyl)-3-(trifluoromethyl)benzamide), [N-]=[N+]=[N-].[Na+] (Sodium azide). Solvent: CN(C)C=O (DMF). The product is N(=[N+]=[N-])C1=NC(=CC(=N1)C=1C=C(C=CC1C)NC(C1=CC(=CC=C1)C(F)(F)F)=O)N1CCOCC1 (N-(3-(2-azido-6-morpholinopyrimidin-4-yl)-4-methylphenyl)-3-(trifluoromethyl)benzamide). RXN SMILES: [CH3:1][C:2]1[CH:7]=[CH:6][C:5]([NH:8][C:9](=[O:20])[C:10]2[CH:15]=[CH:14][CH:13]=[C:12]([C:16]([F:19])([F:18])[F:17])[CH:11]=2)=[CH:4][C:3]=1[C:21]1[CH:26]=[C:25]([N:27]2[CH2:32][CH2:31][O:30][CH2:29][CH2:28]2)[N:24]=[C:23](S(C)(=O)=O)[N:22]=1.[N-:37]=[N+:38]=[N-:39].[Na+]>CN(C=O)C>[N:37]([C:23]1[N:22]=[C:21]([C:3]2[CH:4]=[C:5]([NH:8][C:9](=[O:20])[C:10]3[CH:15]=[CH:14][CH:13]=[C:12]([C:16]([F:19])([F:17])[F:18])[CH:11]=3)[CH:6]=[CH:7][C:2]=2[CH3:1])[CH:26]=[C:25]([N:27]2[CH2:32][CH2:31][O:30][CH2:29][CH2:28]2)[N:24]=1)=[N+:38]=[N-:39] |f:1.2|. Reported procedure: A solution of N-(4-methyl-3-(2-(methylsulfonyl)-6-morpholinopyrimidin-4-yl)phenyl)-3-(trifluoromethyl)benzamide (1.0 equiv.) and Sodium azide in DMF (0.2 M) was heated at 90° C. for 3 hours. The reaction mixture was then cooled to room temperature and quenched with water then the aqueous layer was separated and extracted with EtOAc (×2). The combined organic layer was dried over sodium sulfate, filtered and concentrated in vacuo to afford N-(3-(2-azido-6-morpholinopyrimidin-4-yl)-4-methylphenyl)... Starting materials: Cl.CC1(C=2C=CC(=CC2C(CC1)(C)C)C=1N=C(SC1)C1CCNCC1)C (4-[4-(5,5,8,8-tetramethyl-5,6,7,8-tetrahydronaphthalen-2-yl)thiazol-2-yl]piperidine hydrochloride), C(C)(C)(C)OC(=O)CN[C@H](C(=O)O)CO ((S)-2-(tert-butoxycarbonylmethylamino)-3-hydroxypropionic acid). Yields the product OC[C@@H](C(=O)N1CCC(CC1)C=1SC=C(N1)C1=CC=2C(CCC(C2C=C1)(C)C)(C)C)NC ((S)-3-hydroxy-2-methylamino-1-{4-[4-(5,5,8,8-tetramethyl-5,6,7,8-tetrahydronaphthalen-2-yl)thiazol-2-yl]piperidin-1-yl}propan-1-one). RXN SMILES: Cl.[CH3:2][C:3]1([CH3:26])[CH2:12][CH2:11][C:10]([CH3:14])([CH3:13])[C:9]2[CH:8]=[C:7]([C:15]3[N:16]=[C:17]([CH:20]4[CH2:25][CH2:24][NH:23][CH2:22][CH2:21]4)[S:18][CH:19]=3)[CH:6]=[CH:5][C:4]1=2.C(OC([CH2:34][NH:35][C@@H:36]([CH2:40][OH:41])[C:37](O)=[O:38])=O)(C)(C)C>>[OH:41][CH2:40][C@H:36]([NH:35][CH3:34])[C:37]([N:23]1[CH2:24][CH2:25][CH:20]([C:17]2[S:18][CH:19]=[C:15]([C:7]3[CH:6]=[CH:5][C:4]4[C:3]([CH3:26])([CH3:2])[CH2:12][CH2:11][C:10]([CH3:13])([CH3:14])[C:9]=4[CH:8]=3)[N:16]=2)[CH2:21][CH2:22]1)=[O:38] |f:0.1|. Procedure: The preparation was carried out analogously starting from 50 mg (0.12 mmol) of 4-[4-(5,5,8,8-tetramethyl-5,6,7,8-tetrahydronaphthalen-2-yl)thiazol-2-yl]piperidine hydrochloride and 30 mg (0.13 mmol) of (S)-2-(tert-butoxycarbonylmethylamino)-3-hydroxypropionic acid. The product was purified by means of flash chromatography on silica gel. The protecting group was cleaved off analogously using HCl in methanol. The product is in the form of the hydrochloride. Starting materials: CS(=O)(=O)NC1=C(C=CC=C1)N1CCNCC1 (1-(2-methylsulfonylaminophenyl)piperazine), ClC1=NC2=NC(=NC=C2N1)C1=CC=CC=C1 (8-chloro-2-phenylpurine). The product is CS(=O)(=O)NC1=C(C=CC=C1)N1CCN(CC1)C1=NC2=NC(=NC=C2N1)C1=CC=CC=C1 (8-{1-(2-methylsulfonylaminophenyl)piperazin-4-yl}-2-phenylpurine). RXN SMILES: [CH3:1][S:2]([NH:5][C:6]1[CH:11]=[CH:10][CH:9]=[CH:8][C:7]=1[N:12]1[CH2:17][CH2:16][NH:15][CH2:14][CH2:13]1)(=[O:4])=[O:3].Cl[C:19]1[NH:27][C:26]2[C:21](=[N:22][C:23]([C:28]3[CH:33]=[CH:32][CH:31]=[CH:30][CH:29]=3)=[N:24][CH:25]=2)[N:20]=1>>[CH3:1][S:2]([NH:5][C:6]1[CH:11]=[CH:10][CH:9]=[CH:8][C:7]=1[N:12]1[CH2:17][CH2:16][N:15]([C:19]2[NH:27][C:26]3[C:21](=[N:22][C:23]([C:28]4[CH:33]=[CH:32][CH:31]=[CH:30][CH:29]=4)=[N:24][CH:25]=3)[N:20]=2)[CH2:14][CH2:13]1)(=[O:3])=[O:4]. Procedure details: By following the same reaction as described in Example 19 except that 1-(2-methylsulfonylaminophenyl)piperazine was used in place of 3-tert-butoxycarbonyl-cis-3,7-diazabicyclo[3.3.0]octane, and 8-chloro-2-phenylpurine was used in place of 2-chloro-5-phenylbenzimidazole, the title compound was prepared. The reactants are C1(=CC=CC=C1)C1C2=C(CC3CNCC13)C=CC=C2 ((3aRS,4SR,9aSR)-3a,4,9,9a-tetrahydro-4-phenyl-benz[f]isoindoline), CC(=O)C=C (methylvinylketone). The solvent is C(C)O (ethanol). The product is C1(=CC=CC=C1)C1C2=C(CC3CN(CC13)CCC(C)=O)C=CC=C2 ((3aRS,4SR,9aSR)-4-(3a,4,9,9a-tetrahydro-4-phenyl-benz[f]isoindolin-2-yl)-2-butanone). Reaction SMILES: [C:1]1([CH:7]2[CH:15]3[CH:11]([CH2:12][NH:13][CH2:14]3)[CH2:10][C:9]3[CH:16]=[CH:17][CH:18]=[CH:19][C:8]2=3)[CH:6]=[CH:5][CH:4]=[CH:3][CH:2]=1.[CH3:20][C:21]([CH:23]=[CH2:24])=[O:22]>C(O)C>[C:1]1([CH:7]2[CH:15]3[CH:11]([CH2:12][N:13]([CH2:24][CH2:23][C:21](=[O:22])[CH3:20])[CH2:14]3)[CH2:10][C:9]3[CH:16]=[CH:17][CH:18]=[CH:19][C:8]2=3)[CH:2]=[CH:3][CH:4]=[CH:5][CH:6]=1. Procedure details: A solution of 7.4 g of (3aRS,4SR,9aSR)-3a,4,9,9a-tetrahydro-4-phenyl-benz[f]isoindoline in 60 cc of ethanol is heated to the boil at reflux for 11/2 hours after the addition of 3 cc of methylvinylketone, and is subsequently concentrated by evaporation. The residue is chromatographed on silica gel with ethyl acetate. After concentrating by evaporation, the filtrate yields the title compound as oily residue. Hydrogen maleate salt form: M.P. 121°-124° (after crystallization from ethanol). As a reaction SMILES: C(OP(CC(NC1C=CC(C(OCC)=O)=CC=1)=O)(OCC)=O)C.C(C1C=CC(C(C2C=CC(CC)=CC=2)=O)=CC=1)C.[C:42]1([CH3:71])[CH:47]=[CH:46][C:45]([C:48]([C:64]2[CH:69]=[CH:68][C:67]([CH3:70])=[CH:66][CH:65]=2)=[CH:49][C:50]([NH:52][C:53]2[CH:63]=[CH:62][C:56]([C:57]([O:59][CH2:60][CH3:61])=[O:58])=[CH:55][CH:54]=2)=[O:51])=[CH:44][CH:43]=1>>[C:42]1([CH3:71])[CH:43]=[CH:44][C:45]([CH:48]([C:64]2[CH:65]=[CH:66][C:67]([CH3:70])=[CH:68][CH:69]=2)[CH2:49][C:50]([NH:52][C:53]2[CH:63]=[CH:62][C:56]([C:57]([O:59][CH2:60][CH3:61])=[O:58])=[CH:55][CH:54]=2)=[O:51])=[CH:46][CH:47]=1. Reported procedure: Certain of the compounds of this invention are prepared directly by the reaction of substituted diethyl phosphonoacetanilides with benzophenones. The requisite substituted diethyl phonsphonoacetanilides are prepared as follows. Treatment of bromoacetyl bromide with a substituted aniline yields a substituted bromoacetanilide. Reaction of the bromoacetanilide with triethylphosphite affords the substituted diethyl phosphonoacetanilide required for reaction with a benzophone. An example of this seri... The product is C1(=CC=C(C=C1)C(CC(=O)NC1=CC=C(C(=O)OCC)C=C1)C1=CC=C(C=C1)C)C (ethyl 4-[3,3-bis-(p-tolyl)propionamido]benzoate). Reactants: C(C)OP(=O)(OCC)CC(=O)NC1=CC=C(C(=O)OCC)C=C1 (ethyl 4-[(diethylphosphono)acetamido]benzoate), C(C)OP(=O)(OCC)CC(=O)NC1=CC=C(C(=O)OCC)C=C1 (ethyl 4-[(diethylphosphono)acetamido]benzoate), C(C)C1=CC=C(C(=O)C2=CC=C(C=C2)CC)C=C1 (4,4'-diethylbenzophenone), C1(=CC=C(C=C1)C(=CC(=O)NC1=CC=C(C(=O)OCC)C=C1)C1=CC=C(C=C1)C)C (ethyl 4-[3,3-bis-(p-tolyl)acrylamido]benzoate).